This data is from the Open Reaction Database (ORD), a public repository of structured organic reaction records. The task is: describe an organic reaction: reactants, conditions, products, and yield The reactants are ClC1=C2C(=NC(=C1)C1=CC(=CC=C1)Cl)CCC2 (4-chloro-2-(3-chlorophenyl)-6,7-dihydro-5H-cyclopenta[b]pyridine), O1C(=NC=C1)CC1=CC=C(N)C=C1 (4-(oxazol-2-ylmethyl)aniline), hydrochloride salt. The product is Cl.ClC=1C=C(C=CC1)C1=CC(=C2C(=N1)CCC2)NC2=CC=C(C=C2)CC=2OC=CN2 (2-(3-Chlorophenyl)-N-(4-(oxazol-2-ylmethyl)phenyl)-6,7-dihydro-5H-cyclopenta[b]pyridin-4-amine hydrochloride). The yield is 20.1%. Reaction SMILES: [Cl:1][C:2]1[CH:7]=[C:6]([C:8]2[CH:13]=[CH:12][CH:11]=[C:10]([Cl:14])[CH:9]=2)[N:5]=[C:4]2[CH2:15][CH2:16][CH2:17][C:3]=12.[O:18]1[CH:22]=[CH:21][N:20]=[C:19]1[CH2:23][C:24]1[CH:30]=[CH:29][C:27]([NH2:28])=[CH:26][CH:25]=1>>[ClH:1].[Cl:14][C:10]1[CH:9]=[C:8]([C:6]2[N:5]=[C:4]3[CH2:15][CH2:16][CH2:17][C:3]3=[C:2]([NH:28][C:27]3[CH:26]=[CH:25][C:24]([CH2:23][C:19]4[O:18][CH:22]=[CH:21][N:20]=4)=[CH:30][CH:29]=3)[CH:7]=2)[CH:13]=[CH:12][CH:11]=1 |f:2.3|. Procedure: Following General Procedure B2, 4-chloro-2-(3-chlorophenyl)-6,7-dihydro-5H-cyclopenta[b]pyridine (0.075 g, 0.25 mmol) was reacted with 4-(oxazol-2-ylmethyl)aniline (0.065 g, 0.37 mmol) followed by the formation of the hydrochloride salt to afford the title compound (0.022 g, 30%) as an off-white solid. MW=438.35. 1H NMR (DMSO-d6, 300 MHz) δ 14.14 (s, 1H), 9.86 (s, 1H), 8.05-8.03 (m, 1H), 7.92 (t, J=1.8 Hz, 1H), 7.75-7.57 (m, 3H), 7.40 (s, 4H), 1.16 (s, 1H), 7.04 (s, 1H), 4.20 (s, 2H), 3.16 (t, J... Reactants: CCOc1cccc(N)c1, CN1CCCC1=O, Clc1ccc(-n2nc3ccccc3c2Cl)cc1, Clc1ccc(-n2nc3ccc(Cl)cc3c2Cl)cc1. Yields the product CCOc1cccc(Nc2c3cc(Cl)ccc3nn2-c2ccc(Cl)cc2)c1. As a reaction SMILES: [CH2:36]([CH3:37])[O:38][c:39]1[cH:40][c:41]([NH2:45])[cH:42][cH:43][cH:44]1.[CH3:46][N:47]1[CH2:48][CH2:49][CH2:50][C:51]1=[O:52].[Cl:19][c:20]1[n:21](-[c:22]2[cH:23][cH:24][c:25]([Cl:26])[cH:27][cH:28]2)[n:29][c:30]2[c:31]1[cH:32][cH:33][cH:34][cH:35]2.[Cl:1][c:2]1[n:3](-[c:12]2[cH:13][cH:14][c:15]([Cl:18])[cH:16][cH:17]2)[n:4][c:5]2[cH:6][cH:7][c:8]([Cl:11])[cH:9][c:10]12>>[c:2]1([NH:45][c:41]2[cH:40][c:39]([O:38][CH2:36][CH3:37])[cH:44][cH:43][cH:42]2)[n:3](-[c:12]2[cH:13][cH:14][c:15]([Cl:18])[cH:16][cH:17]2)[n:4][c:5]2[cH:6][cH:7][c:8]([Cl:11])[cH:9][c:10]12. The reactants are reaction mixture, polyphosphate, [Mg+2].[Cl-].[Cl-] (MgCl2), C(C(CO)(CO)N)O.Cl (Tris-HCl), reaction mixture, P(O)(=O)(OP(=O)(O)OP(=O)(O)O)OC[C@@H]1[C@H]([C@H]([C@@H](O1)N1C=NC=2C(N)=NC=NC12)O)O (ATP). Yields the product P(O)(=O)(OP(=O)(O)O)OC[C@@H]1[C@H]([C@H]([C@@H](O1)N1C=NC=2C(N)=NC=NC12)O)O (ADP). As a reaction SMILES: [Mg+2].[Cl-].[Cl-].C(O)C(N)(CO)CO.Cl.[P:13]([O:25][CH2:26][C@H:27]1[O:31][C@@H:30]([N:32]2[C:41]3[N:40]=[CH:39][N:38]=[C:36]([NH2:37])[C:35]=3[N:34]=[CH:33]2)[C@H:29]([OH:42])[C@@H:28]1[OH:43])([O:16][P:17]([O:20]P(O)(O)=O)([OH:19])=[O:18])(=[O:15])[OH:14]>>[P:13]([O:25][CH2:26][C@H:27]1[O:31][C@@H:30]([N:32]2[C:41]3[N:40]=[CH:39][N:38]=[C:36]([NH2:37])[C:35]=3[N:34]=[CH:33]2)[C@H:29]([OH:42])[C@@H:28]1[OH:43])([O:16][P:17]([OH:19])([OH:20])=[O:18])(=[O:14])[OH:15] |f:0.1.2,3.4|. Procedure: Next, 50 μl of a reaction mixture containing 0.16 μg of the apyrase-treated PPK-ADK, 10 μM AMP, 400 μM polyphosphate, 8 mM MgCl2, and 60 mM Tris-HCl (pH 7.4) were prepared. Then, 5 μl of the reaction mixture were sampled and mixed with 40 μl of an ATP bioluminescence assay reagent (Roche), and luminescence was measured immediately by using a multiplate luminometer (ARVO, Wallac). Reaction SMILES: [C:1]1([S:7]([CH2:10][S:11]([C:14]2[CH:19]=[CH:18][CH:17]=[CH:16][CH:15]=2)(=[O:13])=[O:12])(=[O:9])=[O:8])[CH:6]=[CH:5][CH:4]=[CH:3][CH:2]=1.Br[CH2:21][CH2:22][CH2:23]Br.[OH-].[Na+].[Cl-].[NH4+]>[Br-].C([N+](CCCC)(CCCC)CCCC)CCC.ClCCl>[C:1]1([S:7]([C:10]2([S:11]([C:14]3[CH:15]=[CH:16][CH:17]=[CH:18][CH:19]=3)(=[O:13])=[O:12])[CH2:23][CH2:22][CH2:21]2)(=[O:8])=[O:9])[CH:2]=[CH:3][CH:4]=[CH:5][CH:6]=1 |f:2.3,4.5,6.7|. Starting materials: [Cl-].[NH4+] (ammonium chloride), C1(=CC=CC=C1)S(=O)(=O)CS(=O)(=O)C1=CC=CC=C1 (bis(phenylsulfonyl)methane), BrCCCBr (1,3-dibromopropane), [OH-].[Na+] (sodium hydroxide). Procedure: A mixture of bis(phenylsulfonyl)methane (30 g, 100 mmol), tetra-n-butylammonium bromide (3 g, 9.3 mmol), 1,3-dibromopropane (30 ml), dichloromethane (600 ml) and 50% aqueous sodium hydroxide (150 ml) was stirred at room temperature for 3 days. The mixture was poured onto saturated aqueous ammonium chloride solution and extracted into dichloromethane. The combined organic extracts were dried (Na2SO4) and concentrated. The residue was crystallised from i-hexane:diethyl ether to give the title prod... Conditions: time 3 day. The solvent is ClCCl (dichloromethane). Yields the product C1(=CC=CC=C1)S(=O)(=O)C1(CCC1)S(=O)(=O)C1=CC=CC=C1 (1,1-Bis(phenylsulfonyl)cyclobutane). The reagents and catalysts are [Br-].C(CCC)[N+](CCCC)(CCCC)CCCC (tetra-n-butylammonium bromide).